From a dataset of the Open Reaction Database (ORD), a public repository of structured organic reaction records. describe an organic reaction: reactants, conditions, products, and yield Reactants: [OH-].[Li+] (lithium hydroxide), C(C(=O)C1=CC=CC=C1)CNC1=C(NC2=CC(=CC=C12)Cl)C(=O)OC (3-[(phenacyl)methylamino]-2-carbmethoxy-6-chloroindole), C(C)(=O)OCC (ethyl acetate). The solvent is O (water), O1CCCC1 (tetrahydrofuran), O (water). Yields the product C(C(=O)C1=CC=CC=C1)CNC1=C(NC2=CC(=CC=C12)Cl)C(=O)O (3-[(phenacyl)methylamino]-2-carboxy-6-chloroindole). As a reaction SMILES: [CH2:1]([CH2:10][NH:11][C:12]1[C:20]2[C:15](=[CH:16][C:17]([Cl:21])=[CH:18][CH:19]=2)[NH:14][C:13]=1[C:22]([O:24]C)=[O:23])[C:2]([C:4]1[CH:9]=[CH:8][CH:7]=[CH:6][CH:5]=1)=[O:3].[OH-].[Li+].C(OCC)(=O)C>O1CCCC1.O>[CH2:1]([CH2:10][NH:11][C:12]1[C:20]2[C:15](=[CH:16][C:17]([Cl:21])=[CH:18][CH:19]=2)[NH:14][C:13]=1[C:22]([OH:24])=[O:23])[C:2]([C:4]1[CH:5]=[CH:6][CH:7]=[CH:8][CH:9]=1)=[O:3] |f:1.2|. Reported procedure: Dissolve 3-[(phenacyl)methylamino]-2-carbmethoxy-6-chloroindole from above, in tetrahydrofuran (5 mL) and water (5 mL). Add lithium hydroxide and stir for 8 hours at 40° C. Dilute the reaction with water(10 mL) and ethyl acetate (10 mL). Separate the layers and acidify the aqueous layer. Extract the aqueous with ethyl acetate, dry the organic phase over magnesium sulfate, filter and concentrate in vacuo. Recrystallize from ethyl acetate/hexane to yield the title compound (75 mg); mp 250°-255° C. Reactants: C#CCBr, C1CCOC1, ClCCl, CC12CCC3C(CCC4CC(=O)CCC43C)C1CCC2O. The product is C#CCOC1CCC2C3CCC4CC(=O)CCC4(C)C3CCC12C. As a reaction SMILES: [CH2:22]([C:23]#[CH:24])[Br:25].[CH2:26]1[O:27][CH2:28][CH2:29][CH2:30]1.[Cl:31][CH2:32][Cl:33].[OH:1][CH:2]1[C:3]2([CH3:4])[CH:5]([CH2:6][CH2:7]1)[CH:8]1[CH2:9][CH2:10][CH:11]3[CH2:12][C:13](=[O:21])[CH2:14][CH2:15][C:16]3([CH3:17])[CH:18]1[CH2:19][CH2:20]2>>[O:1]([CH:2]1[C:3]2([CH3:4])[CH:5]([CH2:6][CH2:7]1)[CH:8]1[CH2:9][CH2:10][CH:11]3[CH2:12][C:13](=[O:21])[CH2:14][CH2:15][C:16]3([CH3:17])[CH:18]1[CH2:19][CH2:20]2)[CH2:24][C:23]#[CH:22]. Reactants: CCCCP(CCCC)CCCC, CCOC(=O)C(Cc1ccc(O)cc1)OCC, Cc1nc2c(o1)CCc1ccccc1C2OCCO, O=C(N=NC(=O)N1CCCCC1)N1CCCCC1, O, c1ccccc1. Yields the product CCOC(=O)C(Cc1ccc(OCCOC2c3ccccc3CCc3oc(C)nc32)cc1)OCC. Reaction SMILES: [CH2:20]([P:21]([CH2:22][CH2:23][CH2:24][CH3:25])[CH2:26][CH2:27][CH2:28][CH3:29])[CH2:30][CH2:31][CH3:32].[CH2:33]([CH3:34])[O:35][C:36]([CH:37]([CH2:38][c:39]1[cH:40][cH:41][c:42]([OH:45])[cH:43][cH:44]1)[O:46][CH2:47][CH3:48])=[O:49].[CH3:1][c:2]1[o:3][c:4]2[c:10]([n:11]1)[CH:9]([O:12][CH2:13][CH2:14][OH:15])[c:8]1[c:7]([cH:19][cH:18][cH:17][cH:16]1)[CH2:6][CH2:5]2.[N:50]([C:51]([N:52]1[CH2:53][CH2:54][CH2:55][CH2:56][CH2:57]1)=[O:58])=[N:59][C:60]([N:61]1[CH2:62][CH2:63][CH2:64][CH2:65][CH2:66]1)=[O:67].[OH2:74].[cH:68]1[cH:69][cH:70][cH:71][cH:72][cH:73]1>>[CH3:1][c:2]1[o:3][c:4]2[c:10]([n:11]1)[CH:9]([O:12][CH2:13][CH2:14][O:15][c:42]1[cH:41][cH:40][c:39]([CH2:38][CH:37]([C:36]([O:35][CH2:33][CH3:34])=[O:49])[O:46][CH2:47][CH3:48])[cH:44][cH:43]1)[c:8]1[c:7]([cH:19][cH:18][cH:17][cH:16]1)[CH2:6][CH2:5]2. The reactants are BH3, ClC=1C=CC(=C(C(=O)[C@H]2CN(CCC2)C(=O)OC(C)(C)C)C1)C ((R)-tert-butyl 3-(5-chloro-2-methylbenzoyl)piperidine-1-carboxylate), S(C)C (Me2S), C1(=CC=CC=C1)C (toluene). Solvent: C1CCOC1 (THF), R-CBS-oxazaborolidine, C1CCOC1 (THF), C1CCOC1 (THF). Run at temperature -15 celsius, time 2 hour. Product: ClC=1C=CC(=C(C1)[C@@H]([C@H]1CN(CCC1)C(=O)OC(C)(C)C)O)C ((R)-tert-butyl 3-((R)-(5-chloro-2-methylphenyl)(hydroxy)methyl)piperidine-1-carboxylate). Reaction SMILES: S(C)C.C1(C)C=CC=CC=1.[Cl:11][C:12]1[CH:13]=[CH:14][C:15]([CH3:33])=[C:16]([CH:32]=1)[C:17]([C@@H:19]1[CH2:24][CH2:23][CH2:22][N:21]([C:25]([O:27][C:28]([CH3:31])([CH3:30])[CH3:29])=[O:26])[CH2:20]1)=[O:18]>C1COCC1>[Cl:11][C:12]1[CH:13]=[CH:14][C:15]([CH3:33])=[C:16]([C@H:17]([OH:18])[C@@H:19]2[CH2:24][CH2:23][CH2:22][N:21]([C:25]([O:27][C:28]([CH3:29])([CH3:30])[CH3:31])=[O:26])[CH2:20]2)[CH:32]=1. Procedure details: A mixture of 10 M BH3.Me2S in THF (25.4 mL, 0.254 mol) and 1 M R-CBS-oxazaborolidine in toluene (38 mL, 0.038 mol) were dissolved in 100 mL anhydrous THF and cooled to −15° C. (R)-tert-butyl 3-(5-chloro-2-methylbenzoyl)piperidine-1-carboxylate in 200 mL anhydrous THF was added dropwise to the above solution and stirred at −15° C. for 2 hr. The reaction was quenched with methanol (300 mL). The solvent was removed under reduced pressure, and the residue was purified by column chromatography to giv...